Dataset: the Open Reaction Database (ORD), a public repository of structured organic reaction records. Task: describe an organic reaction: reactants, conditions, products, and yield The reactants are NCC(=O)N1C(C(=O)OC(C)(C)C)CCC1C1=CC=CC=C1 (tert-butyl (2RS,5SR)-1-(2-aminoacetyl)-5-phenylprolinate), [K+].[Br-] (KBr), N(=C=O)C=1C=C(C=CC1)CC(=O)OC (methyl 3-isocyanatophenylacetate). Solvent: O1CCCC1 (tetrahydrofuran). The product is C(C)(C)(C)OC(=O)C1N(C(CC1)C1=CC=CC=C1)C(CNC(NC=1C=C(C=CC1)CC(=O)OC)=O)=O (methyl (2RS,5SR)-3-{3-[2-(2-tert-butoxycarbonyl-5-phenyl-1-pyrrolidinyl)-2-oxoethyl]ureido}phenylacetate). Isolated yield 59.4%. Reaction SMILES: [NH2:1][CH2:2][C:3]([N:5]1[CH:16]([C:17]2[CH:22]=[CH:21][CH:20]=[CH:19][CH:18]=2)[CH2:15][CH2:14][CH:6]1[C:7]([O:9][C:10]([CH3:13])([CH3:12])[CH3:11])=[O:8])=[O:4].[K+].[Br-].[N:25]([C:28]1[CH:29]=[C:30]([CH2:34][C:35]([O:37][CH3:38])=[O:36])[CH:31]=[CH:32][CH:33]=1)=[C:26]=[O:27]>O1CCCC1>[C:10]([O:9][C:7]([CH:6]1[CH2:14][CH2:15][CH:16]([C:17]2[CH:18]=[CH:19][CH:20]=[CH:21][CH:22]=2)[N:5]1[C:3](=[O:4])[CH2:2][NH:1][C:26](=[O:27])[NH:25][C:28]1[CH:29]=[C:30]([CH2:34][C:35]([O:37][CH3:38])=[O:36])[CH:31]=[CH:32][CH:33]=1)=[O:8])([CH3:13])([CH3:12])[CH3:11] |f:1.2|. Procedure: By proceeding in a fashion similar to that described in Example 2, but starting from 6.2 g of tert-butyl (2RS,5SR)-1-(2-aminoacetyl)-5-phenylprolinate in solution in 150 cm3 of anhydrous tetrahydrofuran and 4.2 g of methyl 3-isocyanatophenylacetate, 6 g of methyl (2RS,5SR)-3-{3-[2-(2-tert-butoxycarbonyl-5-phenyl-1-pyrrolidinyl)-2-oxoethyl]ureido}phenylacetate are obtained [proton NMR (200 MHz, DMSO D6, δ in ppm), 2 rotamers at room temperature, peak coalescence at 120° C.: 1.5 (s, 9H, (CH3)3); 3... The reactants are COC(=O)N[C@H](C(=O)N1[C@@H](CC(C1)=O)C(=O)OCC1=CC=CC=C1)C(C)C ((S)-benzyl 1-((S)-2-(methoxycarbonylamino)-3-methylbutanoyl)-4-oxopyrrolidine-2-carboxylate), COC(=O)N[C@H](C(=O)O)C1CCOCC1 ((S)-2-(methoxycarbonylamino)-2-(tetrahydro-2H-pyran-4-yl)acetic acid), Cl.O=C1C[C@H](NC1)C(=O)OCC1=CC=CC=C1 ((S)-benzyl 4-oxopyrrolidine-2-carboxylate hydrochloride), COC(=O)N[C@H](C(=O)O)C1CCOCC1 ((S)-2-(methoxycarbonylamino)-2-(tetrahydro-2H-pyran-4-yl)acetic acid), FC1(C2=CC(=CC=C2C=2C=CC(=CC12)C=1C=CC2=C(NC(=N2)[C@H]2N(CC3(OCCO3)C2)C([C@@H](C2=CC=CC=C2)NC(OC)=O)=O)C1)C1=CN=C(N1)[C@H]1NCCC1)F (methyl (R)-2-((S)-8-(6-(9,9-difluoro-7-(2-((S)-pyrrolidin-2-yl)-1H-imidazol-5-yl)-9H-fluoren-2-yl)-1H-benzo[d]imidazol-2-yl)-1,4-dioxa-7-azaspiro[4.4]nonan-7-yl)-2-oxo-1-phenylethylcarbamate), COC(=O)N[C@H](C(=O)O)C(C)C ((S)-2-(methoxycarbonylamino)-3-methylbutanoic acid). The product is COC(N[C@@H](C(=O)N1CC2(OCCO2)C[C@H]1C1=NC2=C(N1)C=C(C=C2)C2=CC=1C(C3=CC(=CC=C3C1C=C2)C2=CN=C(N2)[C@H]2N(CCC2)C([C@H](C2CCOCC2)NC(=O)OC)=O)(F)F)C2=CC=CC=C2)=O ((R)-2-((S)-8-(6-(9,9-difluoro-7-(2-((S)-1-((S)-2-(methoxycarbonylamino)-2-(tetrahydro-2H-pyran-4-yl)acetyl)pyrrolidin-2-yl)-1H-imidazol-5-yl)-9H-fluoren-2-yl)-1H-benzo[d]imidazol-2-yl)-1,4-dioxa-7-azaspiro[4.4]nonan-7-yl)-2-oxo-1-phenylethylcarbamic acid methyl ester). RXN SMILES: COC(N[C@@H](C(C)C)C(N1CC(=O)C[C@H]1C(OCC1C=CC=CC=1)=O)=O)=O.[CH3:28][O:29][C:30]([NH:32][C@@H:33]([CH:37]1[CH2:42][CH2:41][O:40][CH2:39][CH2:38]1)[C:34]([OH:36])=O)=[O:31].[F:43][C:44]1([F:99])[C:56]2[CH:55]=[C:54]([C:57]3[CH:58]=[CH:59][C:60]4[N:64]=[C:63]([C@@H:65]5[CH2:73][C:68]6([O:72][CH2:71][CH2:70][O:69]6)[CH2:67][N:66]5[C:74](=[O:87])[C@H:75]([NH:82][C:83](=[O:86])[O:84][CH3:85])[C:76]5[CH:81]=[CH:80][CH:79]=[CH:78][CH:77]=5)[NH:62][C:61]=4[CH:88]=3)[CH:53]=[CH:52][C:51]=2[C:50]2[C:45]1=[CH:46][C:47]([C:89]1[NH:93][C:92]([C@@H:94]3[CH2:98][CH2:97][CH2:96][NH:95]3)=[N:91][CH:90]=1)=[CH:48][CH:49]=2.Cl.O=C1CN[C@H](C(OCC2C=CC=CC=2)=O)C1.COC(N[C@@H](C(C)C)C(O)=O)=O>>[CH3:85][O:84][C:83](=[O:86])[NH:82][C@H:75]([C:76]1[CH:77]=[CH:78][CH:79]=[CH:80][CH:81]=1)[C:74]([N:66]1[C@H:65]([C:63]2[NH:62][C:61]3[CH:88]=[C:57]([C:54]4[CH:53]=[CH:52][C:51]5[C:50]6[C:45](=[CH:46][C:47]([C:89]7[NH:93][C:92]([C@@H:94]8[CH2:98][CH2:97][CH2:96][N:95]8[C:34](=[O:36])[C@@H:33]([NH:32][C:30]([O:29][CH3:28])=[O:31])[CH:37]8[CH2:42][CH2:41][O:40][CH2:39][CH2:38]8)=[N:91][CH:90]=7)=[CH:48][CH:49]=6)[C:44]([F:43])([F:99])[C:56]=5[CH:55]=4)[CH:58]=[CH:59][C:60]=3[N:64]=2)[CH2:73][C:68]2([O:69][CH2:70][CH2:71][O:72]2)[CH2:67]1)=[O:87] |f:3.4|. Procedure: The title compound was prepared according to the method employed to prepare (S)-benzyl 1-((S)-2-(methoxycarbonylamino)-3-methylbutanoyl)-4-oxopyrrolidine-2-carboxylate, except that (S)-2-(methoxycarbonylamino)-2-(tetrahydro-2H-pyran-4-yl)acetic acid and methyl (R)-2-((S)-8-(6-(9,9-difluoro-7-(2-((S)-pyrrolidin-2-yl)-1H-imidazol-5-yl)-9H-fluoren-2-yl)-1H-benzo[d]imidazol-2-yl)-1,4-dioxa-7-azaspiro[4.4]nonan-7-yl)-2-oxo-1-phenylethylcarbamate as 3HCl salt and (S)-2-(methoxycarbonylamino)-2-(tetrah... Starting materials: CO, CC12CC(O)C3(F)C(CCC4=CC(=O)CCC43C)C1CCC2=O, [Na+], [OH-], O, OO. The product is CC12CC(O)C3(F)C(CCC45OC4C(=O)CCC53C)C1CCC2=O. As a reaction SMILES: [CH3:28][OH:29].[F:1][C:2]12[C:3]3([CH3:23])[CH2:4][CH2:5][C:6](=[O:22])[CH:7]=[C:8]3[CH2:9][CH2:10][CH:11]1[CH:12]1[CH2:13][CH2:14][C:15](=[O:21])[C:16]1([CH3:17])[CH2:18][CH:19]2[OH:20].[Na+:27].[OH-:26].[OH2:30].[OH:24][OH:25]>>[F:1][C:2]12[C:3]3([CH3:23])[CH2:4][CH2:5][C:6](=[O:22])[CH:7]4[C:8]3([CH2:9][CH2:10][CH:11]1[CH:12]1[CH2:13][CH2:14][C:15](=[O:21])[C:16]1([CH3:17])[CH2:18][CH:19]2[OH:20])[O:24]4. The yield is 75.8%. RXN SMILES: Cl[C:2]1[CH:15]=[C:14]([F:16])[CH:13]=[CH:12][C:3]=1[C:4]([CH2:6][C:7]([O:9][CH2:10][CH3:11])=[O:8])=O.[NH2:17][C:18]([NH2:20])=[S:19].O>C(O)C>[NH2:20][C:18]1[S:19][C:6]([C:7]([O:9][CH2:10][CH3:11])=[O:8])=[C:4]([C:3]2[CH:12]=[CH:13][C:14]([F:16])=[CH:15][CH:2]=2)[N:17]=1. Product: NC=1SC(=C(N1)C1=CC=C(C=C1)F)C(=O)OCC (ethyl 2-amino-4-(p-fluorophenyl)-5-thiazolecarboxylate). Reactants: ClC1=C(C(=O)CC(=O)OCC)C=CC(=C1)F (ethyl 2-chloro-(p-fluoro)benzoylacetate), NC(=S)N (thiourea), O (water). The solvent is C(C)O (ethanol). Reported procedure: A mixture of 10.5 g (0.05 mole) of ethyl p-fluorobenzoylacetate, 6.7 g (0.05 mole) of sulfuryl chloride and 30 ml. of chloroform was held at reflux for 18 hours and cooled. The chloroform solution was washed with water, dried (MgSO4) and concentrated under reduced pressure. The residue was distilled to give 10.8 g (88%) of ethyl 2-chloro-(p-fluoro)-benzoylacetate as an oil. A mixture of 10.8 g (0.0441 mole) of ethyl 2-chloro-(p-fluoro)benzoylacetate, 3.36 g (0.0441 mole) of thiourea, 20 ml. of w... Starting materials: C[Si](C)(C)C=[N+]=[N-], Cc1ccccc1, Cc1nccnc1C(=O)O, CO. Yields the product COC(=O)c1nccnc1C. As a reaction SMILES: [CH3:11][Si:12]([CH:13]=[N+:14]=[N-:15])([CH3:16])[CH3:17].[CH3:18][c:19]1[cH:20][cH:21][cH:22][cH:23][cH:24]1.[CH3:1][c:2]1[c:3]([C:8](=[O:9])[OH:10])[n:4][cH:5][cH:6][n:7]1.[CH3:25][OH:26]>>[CH3:1][c:2]1[c:3]([C:8]([O:9][CH3:11])=[O:10])[n:4][cH:5][cH:6][n:7]1. As a reaction SMILES: [C:1]([CH3:2])([CH3:3])([CH3:4])[O:5][C:6]([NH:7][c:8]1[cH:9][cH:10][c:11]([O:14][c:15]2[c:16]([N+:31]([O-:32])=[O:33])[cH:17][c:18]([C:21]([NH:22][c:23]3[n:24][cH:25][c:26]([Cl:29])[cH:27][cH:28]3)=[O:30])[cH:19][cH:20]2)[cH:12][cH:13]1)=[O:34].[CH3:37][CH2:38][OH:39].[CH3:41][CH2:42][O:43][C:44](=[O:45])[CH3:46].[Cl-:35].[Fe:47].[NH4+:36].[OH2:40]>>[C:1]([CH3:2])([CH3:3])([CH3:4])[O:5][C:6]([NH:7][c:8]1[cH:9][cH:10][c:11]([O:14][c:15]2[c:16]([NH2:31])[cH:17][c:18]([C:21]([NH:22][c:23]3[n:24][cH:25][c:26]([Cl:29])[cH:27][cH:28]3)=[O:30])[cH:19][cH:20]2)[cH:12][cH:13]1)=[O:34]. Starting materials: CC(C)(C)OC(=O)Nc1ccc(Oc2ccc(C(=O)Nc3ccc(Cl)cn3)cc2[N+](=O)[O-])cc1, CCO, CCOC(C)=O, [Cl-], [Fe], [NH4+], O. The product is CC(C)(C)OC(=O)Nc1ccc(Oc2ccc(C(=O)Nc3ccc(Cl)cn3)cc2N)cc1. Starting materials: CC(=O)O, COc1cc(C=C(C#N)c2ccc(C(F)(F)F)nc2)ccc1O, O=[N+]([O-])O. Product: COc1cc(C=C(C#N)c2ccc(C(F)(F)F)nc2)cc([N+](=O)[O-])c1O. Reaction SMILES: [CH3:28][C:29](=[O:30])[OH:31].[OH:1][c:2]1[c:3]([O:22][CH3:23])[cH:4][c:5]([CH:8]=[C:9]([C:10]#[N:11])[c:12]2[cH:13][n:14][c:15]([C:18]([F:19])([F:20])[F:21])[cH:16][cH:17]2)[cH:6][cH:7]1.[OH:24][N+:25]([O-:26])=[O:27]>>[OH:1][c:2]1[c:3]([O:22][CH3:23])[cH:4][c:5]([CH:8]=[C:9]([C:10]#[N:11])[c:12]2[cH:13][n:14][c:15]([C:18]([F:19])([F:20])[F:21])[cH:16][cH:17]2)[cH:6][c:7]1[N+:25](=[O:24])[O-:26]. Starting materials: C(C)C1=NC2=C(N1CC1=CC=C(C=C1)C=1C(=CC=CC1)C(=O)OC(C)(C)C)C=C(C=C2C)C2=NC1=C(N2C)C=CC(=C1)F (tert.butyl 4'-[(2-ethyl-4-methyl-6-(1-methyl-5-fluoro-benzimidazol-2-yl)-benzimidazol-1-yl)-methyl]-biphenyl-2-carboxylate), FC(C(=O)O)(F)F (trifluoroacetic acid). Run in C(Cl)Cl (methylene chloride). Yields the product C(C)C1=NC2=C(N1CC1=CC=C(C=C1)C=1C(=CC=CC1)C(=O)O)C=C(C=C2C)C2=NC1=C(N2C)C=CC(=C1)F (4'-[(2-Ethyl-4-methyl-6-(1-methyl-5-fluoro-benzimidazol-2-yl)-benzimidazol-1-yl)-methyl]-biphenyl-2-carboxylic Acid). As a reaction SMILES: [CH2:1]([C:3]1[N:7]([CH2:8][C:9]2[CH:14]=[CH:13][C:12]([C:15]3[C:16]([C:21]([O:23]C(C)(C)C)=[O:22])=[CH:17][CH:18]=[CH:19][CH:20]=3)=[CH:11][CH:10]=2)[C:6]2[CH:28]=[C:29]([C:33]3[N:37]([CH3:38])[C:36]4[CH:39]=[CH:40][C:41]([F:43])=[CH:42][C:35]=4[N:34]=3)[CH:30]=[C:31]([CH3:32])[C:5]=2[N:4]=1)[CH3:2].FC(F)(F)C(O)=O>C(Cl)Cl>[CH2:1]([C:3]1[N:7]([CH2:8][C:9]2[CH:14]=[CH:13][C:12]([C:15]3[C:16]([C:21]([OH:23])=[O:22])=[CH:17][CH:18]=[CH:19][CH:20]=3)=[CH:11][CH:10]=2)[C:6]2[CH:28]=[C:29]([C:33]3[N:37]([CH3:38])[C:36]4[CH:39]=[CH:40][C:41]([F:43])=[CH:42][C:35]=4[N:34]=3)[CH:30]=[C:31]([CH3:32])[C:5]=2[N:4]=1)[CH3:2]. Procedure: A solution of 1.4 g (2.4 mMol) of tert.butyl 4'-[(2-ethyl-4-methyl-6-(1-methyl-5-fluoro-benzimidazol-2-yl)-benzimidazol-1-yl)-methyl]-biphenyl-2-carboxylate and 15 ml of trifluoroacetic acid in 30 ml of methylene chloride is stirred for 14 hours at ambient temperature, then concentrated by evaporation, the residue is mixed with about 30 ml of water and made alkaline with 2N sodium hydroxide solution. After extracting twice with 30 ml of diethyl ether, the aqueous phase is acidified with 20% citr...